From a dataset of the Open Reaction Database (ORD), a public repository of structured organic reaction records. describe an organic reaction: reactants, conditions, products, and yield Starting materials: OCCN (2-hydroxyethylamine), NC1=NC(=CC(=N1)Cl)Cl (2-amino-4,6-dichloropyrimidine), C(C)O (ethanol). Run in C(C)N(CC)CC (triethylamine). Product: NC1=NC(=CC(=N1)NCCO)Cl (2-Amino-6-chloro-4-[(2-hydroxyethyl)amino]pyrimidine). Isolated yield 59.6%. RXN SMILES: [OH:1][CH2:2][CH2:3][NH2:4].[NH2:5][C:6]1[N:11]=[C:10](Cl)[CH:9]=[C:8]([Cl:13])[N:7]=1.C(O)C>C(N(CC)CC)C>[NH2:5][C:6]1[N:11]=[C:10]([NH:4][CH2:3][CH2:2][OH:1])[CH:9]=[C:8]([Cl:13])[N:7]=1. Reported procedure: To 2-hydroxyethylamine (2.6 g, 42.7 mmol) were added 2-amino-4,6-dichloropyrimidine (7.0 g, 42.7 mmol), ethanol (150 ml) and triethylamine (6.6 ml), and the mixture was refluxed for one day. The solvent was distilled away under reduced pressure and the residue was washed with water, which was followed by recrystallization from chloroform to give yellow prism crystals (4.8 g, 59.6%), m.p. 143-146° C. (chloroform). The reactants are COC1=CC=C(C=C1)B(O)O (4-methoxyphenylboronic acid), [F-].[Cs+] (cesium fluoride), BrC1=CC=C(OCCNC[C@H](O)C=2C=CC(=C(C2)N(S(=O)(=O)C)OCOCC[Si](C)(C)C)OCOCC[Si](C)(C)C)C=C1 (N-[5-{(R)-2-[2-(4-bromophenoxy)-ethylamino]-1-hydroxyethyl}-2-(2-trimethylsilylethoxymethoxy)phenyl]-N-(2-trimethylsilylethoxymethoxy)methanesulfonamide). Reagents/catalysts: C=1C=CC(=CC1)[P](C=2C=CC=CC2)(C=3C=CC=CC3)[Pd]([P](C=4C=CC=CC4)(C=5C=CC=CC5)C=6C=CC=CC6)([P](C=7C=CC=CC7)(C=8C=CC=CC8)C=9C=CC=CC9)[P](C=1C=CC=CC1)(C=1C=CC=CC1)C=1C=CC=CC1 (tetrakis(triphenylphosphine)palladium). Solvent: O1CCCC1 (tetrahydrofuran), C(C)O (ethanol), O1CCOCC1 (1,4-dioxane), O1CCOCC1 (1,4-dioxane). Conditions: temperature 100 celsius, time 12 hour. The product is O[C@@H](CNCCOC1=CC=C(C=C1)C1=CC=C(C=C1)OC)C=1C=CC(=C(C1)N(S(=O)(=O)C)COCC[Si](C)(C)C)OCOCC[Si](C)(C)C (N-[5-{(R)-1-hydroxy-2-[2-(4′-methoxybiphenyl-4-yloxy)ethylamino]ethyl}-2-(2-trimethylsilylethoxymethoxy)phenyl]-N-(2-trimethylsilylethoxymethyl)methanesulfonamide). RXN SMILES: [CH3:1][O:2][C:3]1[CH:8]=[CH:7][C:6](B(O)O)=[CH:5][CH:4]=1.[F-].[Cs+].BrC1C=CC(OC[CH2:21][NH:22][CH2:23][C@@H:24]([C:26]2[CH:27]=[CH:28][C:29]([O:46][CH2:47][O:48][CH2:49][CH2:50][Si:51]([CH3:54])([CH3:53])[CH3:52])=[C:30]([N:32](OCOCC[Si](C)(C)C)[S:33]([CH3:36])(=[O:35])=[O:34])[CH:31]=2)[OH:25])=CC=1>C(O)C.O1CCOCC1.O1CCCC1.C1C=CC([P]([Pd]([P](C2C=CC=CC=2)(C2C=CC=CC=2)C2C=CC=CC=2)([P](C2C=CC=CC=2)(C2C=CC=CC=2)C2C=CC=CC=2)[P](C2C=CC=CC=2)(C2C=CC=CC=2)C2C=CC=CC=2)(C2C=CC=CC=2)C2C=CC=CC=2)=CC=1>[OH:25][C@H:24]([C:26]1[CH:27]=[CH:28][C:29]([O:46][CH2:47][O:48][CH2:49][CH2:50][Si:51]([CH3:52])([CH3:53])[CH3:54])=[C:30]([N:32]([CH2:47][O:48][CH2:49][CH2:50][Si:51]([CH3:54])([CH3:53])[CH3:52])[S:33]([CH3:36])(=[O:34])=[O:35])[CH:31]=1)[CH2:23][NH:22][CH2:21][CH2:1][O:2][C:3]1[CH:8]=[CH:7][C:6]([C:6]2[CH:7]=[CH:8][C:3]([O:2][CH3:1])=[CH:4][CH:5]=2)=[CH:5][CH:4]=1 |f:1.2,^1:74,76,95,114|. Procedure details: A solution of 4-methoxyphenylboronic acid (0.013 g) in ethanol (0.06 mL), an aqueous solution (0.10 mL) of cesium fluoride (0.019 g) and a solution of tetrakis(triphenylphosphine)palladium (0.003 g) in 1,4-dioxane (0.10 mL) were added successively to a solution of N-[5-{(R)-2-[2-(4-bromophenoxy)-ethylamino]-1-hydroxyethyl}-2-(2-trimethylsilylethoxymethoxy)phenyl]-N-(2-trimethylsilylethoxymethoxy)methanesulfonamide (0.03 g) in 1,4-dioxane (0.20 mL), and the mixture was stirred at 100° C. for 12 h... The reactants are ClC1=CC=C(C=C1)CCCC(=O)O (4-(4-Chlorophenyl)butyric acid), polyphosphoric acid, ice. Solvent: O (water). Product: ClC1=CC=C2CCCC(C2=C1)=O (7-Chloro-1-tetralone). The yield is 92.1%. Reaction SMILES: [Cl:1][C:2]1[CH:7]=[CH:6][C:5]([CH2:8][CH2:9][CH2:10][C:11]([OH:13])=O)=[CH:4][CH:3]=1>O>[Cl:1][C:2]1[CH:3]=[C:4]2[C:5]([CH2:8][CH2:9][CH2:10][C:11]2=[O:13])=[CH:6][CH:7]=1. Procedure: 4-(4-Chlorophenyl)butyric acid (26.62 g) was added to 150 g of hot polyphosphoric acid (90° C.); the mixture was maintained at 90°-95° C. for 0.33 hour. After cooling to room temperature, the reaction mixture was added to 400 mL of ice-cold stirred water. The solution was allowed to warm to room temperature; and the resulting precipitate was filtered, washed (water) and air dried to give a pale yellow solid (22.3 g). The solid was recrystallized from toluene (50 mL) at -10° C. The crystals were ... The reactants are 4-methyl-3-(3-oxobutyl)-maleic acid anhydride, C(C1=CC=CC=C1)(=O)[O-].[NH2+]1CCCCCC1 (hexahydroazepinium benzoate), C1=CC=CC=C1 (benzene), O (water). Product: N1(CCCCCC1)C1=CC2=C(C(C(O2)=O)C)C=C1 (6-(hexahydroazepin-1-yl)-3-methylbenzofuran-2(3H)-one). RXN SMILES: [C:1]([O-:9])(=[O:8])[C:2]1C=CC=C[CH:3]=1.[NH2+:10]1[CH2:16][CH2:15][CH2:14][CH2:13][CH2:12][CH2:11]1.O.[CH:18]1[CH:23]=[CH:22][CH:21]=[CH:20][CH:19]=1>>[N:10]1([C:18]2[CH:23]=[CH:22][C:21]3[CH:2]([CH3:3])[C:1](=[O:8])[O:9][C:20]=3[CH:19]=2)[CH2:16][CH2:15][CH2:14][CH2:13][CH2:12][CH2:11]1 |f:0.1|. Reported procedure: A mixture of 18.2 g (0.1 mole) of 4-methyl-3-(3-oxobutyl)-maleic acid anhydride and 23.2 g (0.105 mole) of hexahydroazepinium benzoate in 400 ml of benzene is heated under reflux for 48 hours using a water separator. The benzene is removed in vacuo and the residue remaining is partitioned between methylene chloride and saturated sodium bicarbonate solution. The crude product remaining after drying and after removal of the methylene chloride is chromatographed over silica gel with petroleum ether... Starting materials: [OH-].[K+] (KOH), ice, Cl (HCl), COC([C@@H](NC([C@@H](NS(=O)(=O)C1=CC=CC2=CC=CC=C12)[C@@H](C)CC)=O)CC1=CNC2=CC=CC=C12)=O (N-(1-naphthylsulfonyl)-(L)-isoleucyl-(L)-tryptophan methyl ester), C1CCOC1 (THF). Solvent: O (water), O (water), CO (methanol). Conditions: temperature 0 celsius, time 20 hour. The product is C1(=CC=CC2=CC=CC=C12)S(=O)(=O)N[C@@H]([C@@H](C)CC)C(=O)N[C@@H](CC1=CNC2=CC=CC=C12)C(=O)O (N-(1-naphthylsulfonyl)-(L)-isoleucyl-(L)-tryptophan). Yield: 98.3%. As a reaction SMILES: C[O:2][C:3](=[O:37])[C@H:4]([CH2:27][C:28]1[C:36]2[C:31](=[CH:32][CH:33]=[CH:34][CH:35]=2)[NH:30][CH:29]=1)[NH:5][C:6](=[O:26])[C@H:7]([C@H:22]([CH2:24][CH3:25])[CH3:23])[NH:8][S:9]([C:12]1[C:21]2[C:16](=[CH:17][CH:18]=[CH:19][CH:20]=2)[CH:15]=[CH:14][CH:13]=1)(=[O:11])=[O:10].C1COCC1.[OH-].[K+].Cl>O.CO>[C:12]1([S:9]([NH:8][C@H:7]([C:6]([NH:5][C@H:4]([C:3]([OH:37])=[O:2])[CH2:27][C:28]2[C:36]3[C:31](=[CH:32][CH:33]=[CH:34][CH:35]=3)[NH:30][CH:29]=2)=[O:26])[C@H:22]([CH2:24][CH3:25])[CH3:23])(=[O:11])=[O:10])[C:21]2[C:16](=[CH:17][CH:18]=[CH:19][CH:20]=2)[CH:15]=[CH:14][CH:13]=1 |f:2.3|. Procedure details: To an ice-cooled mixture of N-(1-naphthylsulfonyl)-(L)-isoleucyl-(L)-tryptophan methyl ester (6.9 g) and THF (40 ml)-methanol (20 ml) was added dropwise a solution of KOH (1.5 g) in water (10 ml). After stirring at 0° C. for 20 hours, the reaction mixture was acidified with 1N HCl (35 ml) with ice-cooling, diluted with water and extracted with ethyl acetate. The ethyl acetate layer was washed with brine and dried (MgSO4). The organic solvent was evaporated off to yield N-(1-naphthylsulfonyl)-(L)... Starting materials: IC (iodomethane), O (water), 3.60, N1C(OC(C2=C1C=CS2)=O)=O (1H-Thieno(3,2-d)(1,3)oxazine-2,4-dione), [H-].[Na+] (sodium hydride). The solvent is CN(C=O)C (dimethylformamide). Run at temperature 0 celsius, time 30 minute. The product is CN1C(OC(C2=C1C=CS2)=O)=O (1-Methyl-1H-thieno(3,2-d)(1,3)oxazine-2,4-dione). RXN SMILES: [NH:1]1[C:6]2[CH:7]=[CH:8][S:9][C:5]=2[C:4](=[O:10])[O:3][C:2]1=[O:11].[H-].[Na+].I[CH3:15].O>CN(C)C=O>[CH3:15][N:1]1[C:6]2[CH:7]=[CH:8][S:9][C:5]=2[C:4](=[O:10])[O:3][C:2]1=[O:11] |f:1.2|. Procedure: 3.60 (21.3 mmol) 1H-Thieno(3,2-d)(1,3)oxazine-2,4-dione were dissolved in dried dimethylformamide and cooled to 0° C. 664 mg (27.7 mmol) sodium hydride was slowly added (Argon) and the mixture was stirred for 30 min at 0° C. and 30 min at room temperature. After cooling again to 0° C. 3.93 g (1.73 ml, 27.7 mmol) iodomethane were added. After stirring for 1 h at room temperature 200 ml water were added. The residue was filtrated and washed with water and ethyl ether. Starting materials: O=S(=O)([O-])c1ccccc1C=CC(F)(F)F, [H][H], [Na+]. Product: O=S(=O)([O-])c1ccccc1CCC(F)(F)F, [Na+]. RXN SMILES: [F:1][C:2]([CH:3]=[CH:4][c:5]1[c:6]([S:11](=[O:12])(=[O:13])[O-:14])[cH:7][cH:8][cH:9][cH:10]1)([F:15])[F:16].[H:18][H:19].[Na+:17]>>[F:1][C:2]([CH2:3][CH2:4][c:5]1[c:6]([S:11](=[O:12])(=[O:13])[O-:14])[cH:7][cH:8][cH:9][cH:10]1)([F:15])[F:16].[Na+:17].